describe an organic reaction: reactants, conditions, products, and yield From a dataset of the Open Reaction Database (ORD), a public repository of structured organic reaction records. Starting materials: P(Cl)(Cl)(Cl)(Cl)Cl (Phosphorus pentachloride), ClS(=O)(=O)O (chlorosulfonic acid), ClC=1OC=CC1 (2-chlorofuran). Run at temperature 25 celsius, time 10 minute. Product: ClC1=CC=C(O1)S(=O)(=O)Cl (5-chlorofuran-2-sulfonyl chloride). Yield: 36.0%. As a reaction SMILES: P(Cl)(Cl)(Cl)(Cl)Cl.[Cl:7][S:8]([OH:11])(=O)=[O:9].[Cl:12][C:13]1[O:14][CH:15]=[CH:16][CH:17]=1>>[Cl:12][C:13]1[O:14][C:15]([S:8]([Cl:7])(=[O:11])=[O:9])=[CH:16][CH:17]=1. Reported procedure: Phosphorus pentachloride (40.53 g, 0.1947 mol) was added portionwise (caution, foaming) over 5 min at 25° C. to chlorosulfonic acid (56.8 g, 32.4 mL, 0.487 mol) and the resulting solution was stirred at 25° C. for 10 min. Then, 2-chlorofuran (20.0 g, 0.1947 mol) was added in one portion and the resulting dark suspension was heated to 55° C. for 1.0 h during which time foaming occurred and subsided. The reaction mixture was then poured onto ice and the resulting suspension was extracted with CH2C... Starting materials: BrC1=CC(=C(C(=C1C=O)F)N=NN1CCCC1)F (6-bromo-2,4-difluoro-3-(pyrrolidin-1-ylazo)-benzaldehyde), C1(=CC=CC=C1)P(C1=CC=CC=C1)(C1=CC=CC=C1)=CC(=O)OCC (Ethyl (triphenylphosphoranylidene)acetate). Solvent: C1CCOC1 (THF). Reaction conditions: temperature 0 celsius, time 1 hour. Yields the product C(C)OC(C=CC1=C(C(=C(C=C1Br)F)N=NN1CCCC1)F)=O (3-[6-bromo-2,4-difluoro-3-(pyrrolidin-1-ylazo)-phenyl]-acrylic acid ethyl ester). RXN SMILES: [Br:1][C:2]1[C:7]([CH:8]=O)=[C:6]([F:10])[C:5]([N:11]=[N:12][N:13]2[CH2:17][CH2:16][CH2:15][CH2:14]2)=[C:4]([F:18])[CH:3]=1.C1(P(=[CH:38][C:39]([O:41][CH2:42][CH3:43])=[O:40])(C2C=CC=CC=2)C2C=CC=CC=2)C=CC=CC=1>C1COCC1>[CH2:42]([O:41][C:39](=[O:40])[CH:38]=[CH:8][C:7]1[C:2]([Br:1])=[CH:3][C:4]([F:18])=[C:5]([N:11]=[N:12][N:13]2[CH2:17][CH2:16][CH2:15][CH2:14]2)[C:6]=1[F:10])[CH3:43]. Procedure details: In a 0.3 1 three necked flask fitted with a magnetical stirrer and dropping funnel under inert atmosphere, 6.62 g (20.8 mmol, 1 eq) of 6-bromo-2,4-difluoro-3-(pyrrolidin-1-ylazo)-benzaldehyde a9 are dissolved in THF (100 ml) and cooled down to 0° C. Ethyl (triphenylphosphoranylidene)acetate (9.43 g, 1.3 eq) is then added under efficient stirring, the temperature raising to 10° C. The mixture is kept under stirring one hour at 0° C., and then overnight at room temperature. The mixture is concentr... Reactants: Cl (hydrochloric acid), ClC1=C(C(=O)O)C=C(C=C1)F (2-chloro-5-fluorobenzoic acid), C(CCC)O (1-butanol), CC(C)([O-])C.[K+] (potassium t-butoxide). Run in O (water), C1CCOC1 (THF), CN(C)C=O (DMF). The product is C(CCC)OC=1C=CC(=C(C(=O)O)C1)Cl (5-Butoxy-2-chlorobenzoic acid). Reaction SMILES: [Cl:1][C:2]1[CH:10]=[CH:9][C:8](F)=[CH:7][C:3]=1[C:4]([OH:6])=[O:5].[CH2:12]([OH:16])[CH2:13][CH2:14][CH3:15].CC(C)([O-])C.[K+].Cl>C1COCC1.CN(C=O)C.O>[CH2:12]([O:16][C:8]1[CH:9]=[CH:10][C:2]([Cl:1])=[C:3]([CH:7]=1)[C:4]([OH:6])=[O:5])[CH2:13][CH2:14][CH3:15] |f:2.3|. Procedure details: To a solution of 2-chloro-5-fluorobenzoic acid (50 mg) and 1-butanol (263 μL) in THF (0.5 mL) and DMF (3 mL) was added potassium t-butoxide (329 mg) and the solution was reacted at 120° C. for 10 minutes in a microwave synthesizer (Biotage, Initiator). The reaction mixture was cooled and acidified by addition of water and 2M hydrochloric acid, extracted with diethyl ether, and dried over anhydrous sodium sulfate. The solvent was removed in vacuo, and the residue was purified on column chromatogr... Reactants: CCOc1ccc2cccc(NC(=O)OC(C)(C)C)c2c1, CCOCC, Cl, C1COCCO1. The product is CCOc1ccc2cccc(N)c2c1. RXN SMILES: [CH2:1]([CH3:2])[O:3][c:4]1[cH:5][cH:6][c:7]2[cH:8][cH:9][cH:10][c:11]([NH:14][C:15](=[O:16])[O:17][C:18]([CH3:19])([CH3:20])[CH3:21])[c:12]2[cH:13]1.[CH3:29][CH2:30][O:31][CH2:32][CH3:33].[ClH:22].[O:23]1[CH2:24][CH2:25][O:26][CH2:27][CH2:28]1>>[CH2:1]([CH3:2])[O:3][c:4]1[cH:5][cH:6][c:7]2[cH:8][cH:9][cH:10][c:11]([NH2:14])[c:12]2[cH:13]1.